This data is from the Open Reaction Database (ORD), a public repository of structured organic reaction records. The task is: describe an organic reaction: reactants, conditions, products, and yield Starting materials: CN=C=O, CS(=O)(=O)c1ccc(-c2cc(N)sc2-c2ccc(F)cc2)cc1, C1CCOC1. Product: CNC(=O)Nc1cc(-c2ccc(S(C)(=O)=O)cc2)c(-c2ccc(F)cc2)s1. As a reaction SMILES: [CH3:24][N:25]=[C:26]=[O:27].[F:1][c:2]1[cH:3][cH:4][c:5](-[c:8]2[c:9](-[c:14]3[cH:15][cH:16][c:17]([S:20](=[O:21])(=[O:22])[CH3:23])[cH:18][cH:19]3)[cH:10][c:11]([NH2:13])[s:12]2)[cH:6][cH:7]1.[O:28]1[CH2:29][CH2:30][CH2:31][CH2:32]1>>[F:1][c:2]1[cH:3][cH:4][c:5](-[c:8]2[c:9](-[c:14]3[cH:15][cH:16][c:17]([S:20](=[O:21])(=[O:22])[CH3:23])[cH:18][cH:19]3)[cH:10][c:11]([NH:13][C:26]([NH:25][CH3:24])=[O:27])[s:12]2)[cH:6][cH:7]1. The reagents and catalysts are [Pd] (palladium on carbon). Starting materials: OC1=CC=C(C=C1)[C@H](CC(=O)OC)C#CCC ((S)-methyl 3-(4-hydroxyphenyl)hept-4-ynoate). Yields the product OC1=CC=C(C=C1)[C@H](CC(=O)OC)CCCC ((S)-Methyl 3-(4-hydroxyphenyl)heptanoate). RXN SMILES: [OH:1][C:2]1[CH:7]=[CH:6][C:5]([C@@H:8]([C:14]#[C:15][CH2:16][CH3:17])[CH2:9][C:10]([O:12][CH3:13])=[O:11])=[CH:4][CH:3]=1>CCOC(C)=O.[Pd]>[OH:1][C:2]1[CH:3]=[CH:4][C:5]([C@@H:8]([CH2:14][CH2:15][CH2:16][CH3:17])[CH2:9][C:10]([O:12][CH3:13])=[O:11])=[CH:6][CH:7]=1. Procedure: To a stirred solution of 24.1 (0.071 g, 0.3 mmol) in EtOAc (3 mL) at 23° C. was added palladium on carbon (0.03 g, 0.3 mmol). The reaction was placed under an atmosphere of hydrogen and then stirred at room temperature. After 5 hours, the reaction mixture was filtered through a pad of silica and then concentrated. After concentration, the residue was purified on silica gel (0%-20% EtOAc/hexane) to give 30.1 (0.06 g, 83%). MS ESI (pos.) m/e: 237.1 (M+H)+. Reaction conditions: time 5 hour. The yield is 84.6%. Solvent: CCOC(=O)C (EtOAc). Starting materials: Cc1nnc(-c2ccc3ncnc(Cl)c3c2)o1, Nc1ccc2c(cnn2Cc2cccc(F)c2F)c1. Yields the product Cl, Cc1nnc(-c2ccc3ncnc(Nc4ccc5c(cnn5Cc5cccc(F)c5F)c4)c3c2)o1. Reaction SMILES: [Cl:20][c:21]1[n:22][cH:23][n:24][c:25]2[cH:26][cH:27][c:28](-[c:31]3[o:32][c:33]([CH3:36])[n:34][n:35]3)[cH:29][c:30]12.[F:1][c:2]1[c:3]([CH2:4][n:5]2[n:6][cH:7][c:8]3[cH:9][c:10]([NH2:14])[cH:11][cH:12][c:13]23)[cH:15][cH:16][cH:17][c:18]1[F:19]>>[ClH:20].[F:1][c:2]1[c:3]([CH2:4][n:5]2[n:6][cH:7][c:8]3[cH:9][c:10]([NH:14][c:21]4[n:22][cH:23][n:24][c:25]5[cH:26][cH:27][c:28](-[c:31]6[o:32][c:33]([CH3:36])[n:34][n:35]6)[cH:29][c:30]45)[cH:11][cH:12][c:13]23)[cH:15][cH:16][cH:17][c:18]1[F:19].